This data is from the Open Reaction Database (ORD), a public repository of structured organic reaction records. The task is: describe an organic reaction: reactants, conditions, products, and yield Starting materials: NC1=CC(=C(C(=O)OC)C=C1[N+](=O)[O-])F (methyl 4-amino-2-fluoro-5-nitrobenzoate). Reagents/catalysts: [Pd] (Pd/C). Run in CO (methanol). Reaction conditions: time 20 hour. Product: NC1=CC(=C(C(=O)OC)C=C1N)F (methyl 4,5-diamino-2-fluorobenzoate). Yield: 40.2%. RXN SMILES: [NH2:1][C:2]1[C:11]([N+:12]([O-])=O)=[CH:10][C:5]([C:6]([O:8][CH3:9])=[O:7])=[C:4]([F:15])[CH:3]=1>CO.[Pd]>[NH2:1][C:2]1[C:11]([NH2:12])=[CH:10][C:5]([C:6]([O:8][CH3:9])=[O:7])=[C:4]([F:15])[CH:3]=1. Procedure details: A suspension of methyl 4-amino-2-fluoro-5-nitrobenzoate (6.84 g, 31.9 mmol) and 10% Pd/C (1.2 g) in methanol (200 mL) was hydrogenated under an atmosphere of hydrogen (balloon) for 20 h, filtered through Celite and the filtrate concentrated in vacuo to a residue. The residue was purified by flash chromatography (20% EtOAc/DCM) to afford the desired methyl 4,5-diamino-2-fluorobenzoate as a pink solid (2.36 g, 40%). 1H NMR (CDCl3) δ 7.90 (s, 1H), 7.93 (s, 1H), 7.13 (d, J=8.7 Hz, 1H), 6.88 (s, 1H),... Starting materials: N1=CC(=CC=C1)C=O (3-pyridinecarboxaldehyde), 4A, C1(=CC=CC=C1)S(=O)(=O)N (benzenesulfonamide), O.C1(=CC=C(C=C1)S(=O)(=O)O)C (p-toluenesulfonic acid monohydrate). Solvent: C1(=CC=CC=C1)C (toluene). Reaction conditions: temperature 40 celsius. Product: N1=CC(=CC=C1)C=NS(=O)(=O)C1=CC=CC=C1 (N-(3-Pyridinylmethylene)benzenesulfonamide). RXN SMILES: [N:1]1[CH:6]=[CH:5][CH:4]=[C:3]([CH:7]=O)[CH:2]=1.[C:9]1([S:15]([NH2:18])(=[O:17])=[O:16])[CH:14]=[CH:13][CH:12]=[CH:11][CH:10]=1.O.C1(C)C=CC(S(O)(=O)=O)=CC=1>C1(C)C=CC=CC=1>[N:1]1[CH:6]=[CH:5][CH:4]=[C:3]([CH:7]=[N:18][S:15]([C:9]2[CH:14]=[CH:13][CH:12]=[CH:11][CH:10]=2)(=[O:17])=[O:16])[CH:2]=1 |f:2.3|. Procedure: A stirred mixture consisting of 4.00 g (37 mmol) of 3-pyridinecarboxaldehyde, 5.88 g (37 mmol) of benzenesulfonamide and 20 mg of p-toluenesulfonic acid monohydrate in 120 mL of toluene was heated to reflux under a blanket of nitrogen. The reaction vessel was equipped with a Soxhlet extractor containing 4A molecular sieves. After heating 18 hours, the mixture was allowed to cool to approximately 40° C. and was filtered to remove colored impurities. Addition of hexane to the filtrate led to preci... Product: Cc1nccc(-c2sc(C3CCNCC3)nc2-c2cccc(NS(=O)(=O)c3c(F)cccc3F)c2F)n1. RXN SMILES: [Cl:52][CH2:53][Cl:54].[F:1][c:2]1[c:3]([S:9](=[O:10])(=[O:11])[NH:12][c:13]2[c:14]([F:44])[c:15](-[c:19]3[n:20][c:21]([CH:31]4[CH2:32][CH2:33][N:34]([C:37]([O:38][C:39]([CH3:40])([CH3:41])[CH3:42])=[O:43])[CH2:35][CH2:36]4)[s:22][c:23]3-[c:24]3[n:25][c:26]([CH3:30])[n:27][cH:28][cH:29]3)[cH:16][cH:17][cH:18]2)[c:4]([F:8])[cH:5][cH:6][cH:7]1.[F:45][C:46]([F:47])([F:48])[C:49]([OH:50])=[O:51]>>[F:1][c:2]1[c:3]([S:9](=[O:10])(=[O:11])[NH:12][c:13]2[c:14]([F:44])[c:15](-[c:19]3[n:20][c:21]([CH:31]4[CH2:32][CH2:33][NH:34][CH2:35][CH2:36]4)[s:22][c:23]3-[c:24]3[n:25][c:26]([CH3:30])[n:27][cH:28][cH:29]3)[cH:16][cH:17][cH:18]2)[c:4]([F:8])[cH:5][cH:6][cH:7]1. Reactants: ClCCl, Cc1nccc(-c2sc(C3CCN(C(=O)OC(C)(C)C)CC3)nc2-c2cccc(NS(=O)(=O)c3c(F)cccc3F)c2F)n1, O=C(O)C(F)(F)F.